From a dataset of the Open Reaction Database (ORD), a public repository of structured organic reaction records. describe an organic reaction: reactants, conditions, products, and yield The reactants are C(C)=O (acetaldehyde), C(#N)[BH3-].[Na+] (sodium cyanoborohydride), CC(=O)C (acetone), C(#N)[BH3-].[Na+] (sodium cyanoborohydride), N[C@H]1C[C@H]([C@H](CC1)NC(OCC1=CC=CC=C1)=O)COC (benzyl (1S,2R,4R)-4-amino-2-(methoxymethyl)cyclohexylcarbamate), C(C)=O (acetaldehyde), C(C)=O (acetaldehyde), C(#N)[BH3-].[Na+] (sodium cyanoborohydride), C(#N)[BH3-].[Na+] (sodium cyanoborohydride), CC(=O)C (acetone). Solvent: CO (methanol). Run at time 8 hour. Product: N (ammonia), C(C)N([C@H]1C[C@H]([C@H](CC1)NC(OCC1=CC=CC=C1)=O)COC)C(C)C (benzyl (1S,2R,4R)-4-(ethyl(isopropyl)amino)-2-(methoxymethyl)cyclohexylcarbamate). RXN SMILES: [NH2:1][C@@H:2]1[CH2:7][CH2:6][C@H:5]([NH:8][C:9](=[O:18])[O:10][CH2:11][C:12]2[CH:17]=[CH:16][CH:15]=[CH:14][CH:13]=2)[C@H:4]([CH2:19][O:20][CH3:21])[CH2:3]1.C([BH3-])#N.[Na+].[CH3:26][C:27]([CH3:29])=O.[CH:30](=O)[CH3:31]>CO>[NH3:1].[CH2:30]([N:1]([CH:27]([CH3:29])[CH3:26])[C@@H:2]1[CH2:7][CH2:6][C@H:5]([NH:8][C:9](=[O:18])[O:10][CH2:11][C:12]2[CH:13]=[CH:14][CH:15]=[CH:16][CH:17]=2)[C@H:4]([CH2:19][O:20][CH3:21])[CH2:3]1)[CH3:31] |f:1.2|. Reported procedure: Thetrifluoroacetic acid salt of benzyl (1S,2R,4R)-4-amino-2-(methoxymethyl)cyclohexylcarbamate (660 mg, assumed 1.68 mmol) was dissolved in methanol (5 mL) and treated with an excess of sodium cyanoborohydride (ca. 50-100 mg) and acetone (1 mL). The mixture was stirred overnight at rt, then treated with additional acetone and sodium cyanoborohydride. After 1 h, acetaldehyde (1 mL) was added, followed 4 h later by additional acetaldehyde and sodium cyanoborohydride. After stirring overnight at rt...